This data is from the Open Reaction Database (ORD), a public repository of structured organic reaction records. The task is: describe an organic reaction: reactants, conditions, products, and yield The reactants are COC(C1=C(C=C(C=C1)NC(=O)OC(C)(C)C)N)=O (2-amino-4-(tert-butoxycarbonylamino)-benzoic acid methyl ester), [N+](=O)([O-])C1=CC=C(C=C1)N=C=O (4-nitrophenyl isocyanate), C(C)(C)NC(C)C (diisopropylamine). Reagents/catalysts: [Pd] (Pd/C). Solvent: CN(C=O)C (dimethylformamide), CN(C=O)C (dimethylformamide), CO (methanol). Yields the product NC1=CC=C(C=C1)N1C(NC2=CC(=CC=C2C1=O)NC(OC(C)(C)C)=O)=O (tert-Butyl 3-(4-aminophenyl)-1,2,3,4-tetrahydro-2,4-dioxoquinazolin-7-ylcarbamate). Isolated yield 47.2%. RXN SMILES: CO[C:3](=[O:19])[C:4]1[CH:9]=[CH:8][C:7]([NH:10][C:11]([O:13][C:14]([CH3:17])([CH3:16])[CH3:15])=[O:12])=[CH:6][C:5]=1[NH2:18].[N+:20]([C:23]1[CH:28]=[CH:27][C:26]([N:29]=[C:30]=[O:31])=[CH:25][CH:24]=1)([O-])=O.C(NC(C)C)(C)C>CN(C)C=O.CO.[Pd]>[NH2:20][C:23]1[CH:28]=[CH:27][C:26]([N:29]2[C:3](=[O:19])[C:4]3[C:5](=[CH:6][C:7]([NH:10][C:11](=[O:12])[O:13][C:14]([CH3:15])([CH3:16])[CH3:17])=[CH:8][CH:9]=3)[NH:18][C:30]2=[O:31])=[CH:25][CH:24]=1. Procedure details: A solution of 2-amino-4-(tert-butoxycarbonylamino)-benzoic acid methyl ester (6.3 g, 23.6 mmol) and 4-nitrophenyl isocyanate (7.8 g, 47.4 mmoles) in 100 mL dry dimethylformamide was stirred at room temperature for 20 hrs. To it was then added diisopropylamine (8.2 mL, 47.4 mmol), and the reaction mixture was heated in 80° C. bath for 2 hrs. It was cooled to room temperature and the solid precipitates were filtered off. The dimethylformamide filtrate was concentrated in vacuo to evaporate the sol...